From a dataset of the Open Reaction Database (ORD), a public repository of structured organic reaction records. describe an organic reaction: reactants, conditions, products, and yield Starting materials: C1CCOC1, NO, Oc1ccccc1, C1CSCN1, c1ccc(P(c2ccccc2)c2ccccc2)cc1, O=C(NC(CCO)c1ccccc1)C1SCCN1S(=O)(=O)c1ccc(-c2ccccc2)cc1. Yields the product O=C(NC(CCOc1ccccc1)c1ccccc1)C1SCCN1S(=O)(=O)c1ccc(-c2ccccc2)cc1. As a reaction SMILES: [CH2:67]1[O:68][CH2:69][CH2:70][CH2:71]1.[NH2:6][OH:7].[OH:41][c:42]1[cH:43][cH:44][cH:45][cH:46][cH:47]1.[S:1]1[CH2:2][CH2:3][NH:4][CH2:5]1.[c:48]1([P:49]([c:50]2[cH:51][cH:52][cH:53][cH:54][cH:55]2)[c:56]2[cH:57][cH:58][cH:59][cH:60][cH:61]2)[cH:62][cH:63][cH:64][cH:65][cH:66]1.[c:8]1(-[c:35]2[cH:36][cH:37][cH:38][cH:39][cH:40]2)[cH:9][cH:10][c:11]([S:14](=[O:15])(=[O:16])[N:17]2[CH:18]([C:22](=[O:23])[NH:24][CH:25]([CH2:26][CH2:27][OH:28])[c:29]3[cH:30][cH:31][cH:32][cH:33][cH:34]3)[S:19][CH2:20][CH2:21]2)[cH:12][cH:13]1>>[c:8]1(-[c:35]2[cH:36][cH:37][cH:38][cH:39][cH:40]2)[cH:9][cH:10][c:11]([S:14](=[O:15])(=[O:16])[N:17]2[CH:18]([C:22](=[O:23])[NH:24][CH:25]([CH2:26][CH2:27][O:28][c:42]3[cH:43][cH:44][cH:45][cH:46][cH:47]3)[c:29]3[cH:30][cH:31][cH:32][cH:33][cH:34]3)[S:19][CH2:20][CH2:21]2)[cH:12][cH:13]1. Reactants: N1(CCOCC1)CCNS(=O)(=O)C1=CNC(=C1)C(=O)C=1C(=NC=CC1)Cl (5-(2-chloro-pyridine-3-carbonyl)-1H-pyrrole-3-sulfonic acid (2-morpholin-4-yl-ethyl)-amide), O.NN (hydrazine hydrate). Run in C(C)O (ethanol). Run at temperature 80 celsius. Product: N1(CCOCC1)CCNS(=O)(=O)C1=CNC(=C1)C1=NNC2=NC=CC=C21 (5-(1H-Pyrazolo[3,4-b]pyridin-3-yl)-1H-pyrrole-3-sulfonic acid (2-morpholin-4-yl-ethyl)-amide). Reaction SMILES: [N:1]1([CH2:7][CH2:8][NH:9][S:10]([C:13]2[CH:17]=[C:16]([C:18]([C:20]3[C:21](Cl)=[N:22][CH:23]=[CH:24][CH:25]=3)=O)[NH:15][CH:14]=2)(=[O:12])=[O:11])[CH2:6][CH2:5][O:4][CH2:3][CH2:2]1.O.[NH2:28][NH2:29]>C(O)C>[N:1]1([CH2:7][CH2:8][NH:9][S:10]([C:13]2[CH:17]=[C:16]([C:18]3[C:20]4[C:21](=[N:22][CH:23]=[CH:24][CH:25]=4)[NH:29][N:28]=3)[NH:15][CH:14]=2)(=[O:12])=[O:11])[CH2:6][CH2:5][O:4][CH2:3][CH2:2]1 |f:1.2|. Procedure details: A mixture of 5-(2-chloro-pyridine-3-carbonyl)-1H-pyrrole-3-sulfonic acid (2-morpholin-4-yl-ethyl)-amide (100 mg) and hydrazine hydrate (excess) in ethanol (5 mL) was heated at 80° C. for 48 hours. The reaction was concentrated, diluted with water, acidified to pH 2 with 1N HCl and extracted with DCM. The aqueous layer was adjusted to pH 7 with NaHCO3, the precipitate was collected by vacuum filtration, washed with water to give the titled compound as a white solid. Reactants: ClCCl, CN(C)c1ccncc1, CS(=O)(=O)Cl, CN1CCCC(O)C1=O. Product: CN1CCCC(OS(C)(=O)=O)C1=O. RXN SMILES: [CH2:24]([Cl:25])[Cl:26].[CH3:15][N:16]([CH3:17])[c:18]1[cH:19][cH:20][n:21][cH:22][cH:23]1.[CH3:1][S:2]([Cl:3])(=[O:4])=[O:5].[CH3:6][N:7]1[C:8](=[O:14])[CH:9]([OH:13])[CH2:10][CH2:11][CH2:12]1>>[CH3:1][S:2](=[O:4])(=[O:5])[O:13][CH:9]1[C:8](=[O:14])[N:7]([CH3:6])[CH2:12][CH2:11][CH2:10]1. Starting materials: C(C1=CC=CC=C1)OC(=O)[C@@H](CC(=O)OCC(Cl)(Cl)Cl)CCCCC (2,2,2-Trichloroethyl 3-(R)-benzyloxycarbonyloctanoate). Reagents/catalysts: [Pd] (palladium on charcoal). The solvent is CO (methanol). Yields the product ClC(COC(=O)C[C@H](C(=O)O)CCCCC)(Cl)Cl (2-(R)-(2,2,2-Trichloroethoxycarbonyl)methylheptanoic acid). Isolated yield 94.1%. RXN SMILES: C([O:8][C:9]([C@H:11]([CH2:21][CH2:22][CH2:23][CH2:24][CH3:25])[CH2:12][C:13]([O:15][CH2:16][C:17]([Cl:20])([Cl:19])[Cl:18])=[O:14])=[O:10])C1C=CC=CC=1>CO.[Pd]>[Cl:18][C:17]([Cl:19])([Cl:20])[CH2:16][O:15][C:13]([CH2:12][C@@H:11]([CH2:21][CH2:22][CH2:23][CH2:24][CH3:25])[C:9]([OH:10])=[O:8])=[O:14]. Reported procedure: 2,2,2-Trichloroethyl 3-(R)-benzyloxycarbonyloctanoate (924 mg), prepared in Referential Example 8, was dissolved in methanol (8 ml) and was catalytically reduced by stirring the solution for 2 hours under an atmosphere of hydrogen in the presence of 10% palladium on charcoal (52 mg). After completion of the reaction, the catalyst was removed by celite filtration and the filtrate was concentrated under reduced pressure. The residue was purified by column chromatography through silica gel using a ... The reactants are O=C(CCCCN1C=NC=2N(C(N(C(C12)=O)C)=O)C)C (7-(5-oxohexyl)-1,3-dimethylxanthine), [BH4-].[Na+] (sodium borohydride). Run in C(C)O (ethanol). Yields the product OC(CCCCN1C=NC=2N(C(N(C(C12)=O)C)=O)C)C (7-(5-hydroxyhexyl)-1,3-dimethylxanthine). As a reaction SMILES: [O:1]=[C:2]([CH3:20])[CH2:3][CH2:4][CH2:5][CH2:6][N:7]1[C:15]2[C:14](=[O:16])[N:13]([CH3:17])[C:12](=[O:18])[N:11]([CH3:19])[C:10]=2[N:9]=[CH:8]1.[BH4-].[Na+]>C(O)C>[OH:1][CH:2]([CH3:20])[CH2:3][CH2:4][CH2:5][CH2:6][N:7]1[C:15]2[C:14](=[O:16])[N:13]([CH3:17])[C:12](=[O:18])[N:11]([CH3:19])[C:10]=2[N:9]=[CH:8]1 |f:1.2|. Procedure details: 15 g of 7-(5-oxohexyl)-1,3-dimethylxanthine are dissolved in 100 ml of ethanol and mixed portionwise at room temperature with 3.8 g of sodium borohydride (110% of theory) in solid form or in alcoholic suspension. At the end of addition stirring takes place for 30 minutes. Subsequently heating takes place to boiling temperature. At this time the reaction is completed. The course of the reaction is followed by thin layer chromatography. The solvent is evaporated on a rotary evaporator. The residue... The reactants are CC(C)(C)OC(=O)NC1(C(=O)O)CC1, CCN=C=NCCCN(C)C, CCOC(C)=O, CCN(C(C)C)C(C)C, Cl, C1CCOC1, On1nnc2ccccc21, NC1CCc2ccccc2-n2ccnc21. Product: CC(C)(C)OC(=O)NC1(C(=O)NC2CCc3ccccc3-n3ccnc32)CC1. As a reaction SMILES: [C:16]([CH3:17])([CH3:18])([CH3:19])[O:20][C:21](=[O:22])[NH:23][C:24]1([C:27](=[O:28])[OH:29])[CH2:25][CH2:26]1.[CH3:41][N:42]([CH3:43])[CH2:44][CH2:45][CH2:46][N:47]=[C:48]=[N:49][CH2:50][CH3:51].[CH3:66][CH2:67][O:68][C:69](=[O:70])[CH3:71].[CH:52]([N:53]([CH:54]([CH3:55])[CH3:56])[CH2:57][CH3:58])([CH3:59])[CH3:60].[ClH:40].[O:61]1[CH2:62][CH2:63][CH2:64][CH2:65]1.[OH:30][n:31]1[c:32]2[cH:33][cH:34][cH:35][cH:36][c:37]2[n:38][n:39]1.[cH:1]1[cH:2][n:3][c:4]2[n:5]1-[c:6]1[c:7]([cH:12][cH:13][cH:14][cH:15]1)[CH2:8][CH2:9][CH:10]2[NH2:11]>>[cH:1]1[cH:2][n:3][c:4]2[n:5]1-[c:6]1[c:7]([cH:12][cH:13][cH:14][cH:15]1)[CH2:8][CH2:9][CH:10]2[NH:11][C:27]([C:24]1([NH:23][C:21]([O:20][C:16]([CH3:17])([CH3:18])[CH3:19])=[O:22])[CH2:25][CH2:26]1)=[O:28]. Starting materials: CC(C)(C)OC(=O)N1CCC(OCC(=O)O)CC1, CCN(C(C)C)C(C)C, O=C(Cl)C(=O)Cl, ClCCl, Cc1cc(C#N)cc2nc(-c3ccc(N)cc3)oc12, CN(C)C=O. Product: Cc1cc(C#N)cc2nc(-c3ccc(NC(=O)COC4CCN(C(=O)OC(C)(C)C)CC4)cc3)oc12. As a reaction SMILES: [C:1]([CH3:2])([CH3:3])([CH3:4])[O:5][C:6](=[O:7])[N:8]1[CH2:9][CH2:10][CH:11]([O:14][CH2:15][C:16](=[O:17])[OH:18])[CH2:12][CH2:13]1.[CH:44]([N:45]([CH:46]([CH3:47])[CH3:48])[CH2:49][CH3:50])([CH3:51])[CH3:52].[Cl:19][C:20]([C:21]([Cl:22])=[O:23])=[O:24].[Cl:53][CH2:54][Cl:55].[NH2:25][c:26]1[cH:27][cH:28][c:29](-[c:32]2[o:33][c:34]3[c:35]([n:36]2)[cH:37][c:38]([C:42]#[N:43])[cH:39][c:40]3[CH3:41])[cH:30][cH:31]1.[O:56]=[CH:57][N:58]([CH3:59])[CH3:60]>>[C:1]([CH3:2])([CH3:3])([CH3:4])[O:5][C:6](=[O:7])[N:8]1[CH2:9][CH2:10][CH:11]([O:14][CH2:15][C:16](=[O:18])[NH:25][c:26]2[cH:27][cH:28][c:29](-[c:32]3[o:33][c:34]4[c:35]([n:36]3)[cH:37][c:38]([C:42]#[N:43])[cH:39][c:40]4[CH3:41])[cH:30][cH:31]2)[CH2:12][CH2:13]1.